The task is: describe an organic reaction: reactants, conditions, products, and yield. This data is from the Open Reaction Database (ORD), a public repository of structured organic reaction records. The reactants are CCOC(=O)c1cc2cc(C#N)ccc2o1, CCO, Cl. Yields the product CCON=Cc1ccc2oc(C(=O)OCC)cc2c1. As a reaction SMILES: [C:1](#[N:2])[c:3]1[cH:4][cH:5][c:6]2[c:7]([cH:8][c:9]([C:11](=[O:12])[O:13][CH2:14][CH3:15])[o:10]2)[cH:16]1.[CH3:18][CH2:19][OH:20].[ClH:17]>>[CH:1](=[N:2][O:20][CH2:19][CH3:18])[c:3]1[cH:4][cH:5][c:6]2[c:7]([cH:8][c:9]([C:11](=[O:12])[O:13][CH2:14][CH3:15])[o:10]2)[cH:16]1. Starting materials: CCCI, C1CCOC1, CCCN(c1cc(C(=O)O)cc(C(=O)OC)c1)S(C)(=O)=O, COC(=O)c1cc(N)cc(C(=O)OC)c1. Product: CCCN(c1cc(CO)cc(C(=O)OC)c1)S(C)(=O)=O. As a reaction SMILES: [CH2:37]([I:38])[CH2:39][CH3:40].[CH2:41]1[O:42][CH2:43][CH2:44][CH2:45]1.[CH3:1][O:2][C:3](=[O:4])[c:5]1[cH:6][c:7]([C:8](=[O:9])[OH:10])[cH:11][c:12]([N:14]([CH2:15][CH2:16][CH3:17])[S:18](=[O:19])(=[O:20])[CH3:21])[cH:13]1.[NH2:22][c:23]1[cH:24][c:25]([C:26]([O:27][CH3:28])=[O:29])[cH:30][c:31]([C:33]([O:34][CH3:35])=[O:36])[cH:32]1>>[CH3:1][O:2][C:3](=[O:4])[c:5]1[cH:6][c:7]([CH2:8][OH:9])[cH:11][c:12]([N:14]([CH2:15][CH2:16][CH3:17])[S:18](=[O:19])(=[O:20])[CH3:21])[cH:13]1. Starting materials: FC1=C(C=CC=C1)/C=C/C1CCN(CC1)CC=1C(=NC=CN1)OC ((E)-3-[4-[2-(2-fluorophenyl)vinyl]piperidino]methyl-2-methoxypyrazine), C(C)(=O)OCC (ethyl acetate), C([O-])([O-])=O.[Na+].[Na+] (sodium carbonate). The solvent is C(C)O (ethanol), S(=O)(Cl)Cl (thionyl chloride). The product is FC1=C(C=CC=C1)/C=C/C1CCN(CC1)CC=1C(NC=CN1)=O ((E)-3-[4-[2-(2-Fluorophenyl)vinyl]piperidino]methyl-1H-pyrazin-2-one). The yield is 63.5%. RXN SMILES: [F:1][C:2]1[CH:7]=[CH:6][CH:5]=[CH:4][C:3]=1/[CH:8]=[CH:9]/[CH:10]1[CH2:15][CH2:14][N:13]([CH2:16][C:17]2[C:18]([O:23]C)=[N:19][CH:20]=[CH:21][N:22]=2)[CH2:12][CH2:11]1.C(=O)([O-])[O-].[Na+].[Na+].C(OCC)(=O)C>C(O)C.S(Cl)(Cl)=O>[F:1][C:2]1[CH:7]=[CH:6][CH:5]=[CH:4][C:3]=1/[CH:8]=[CH:9]/[CH:10]1[CH2:11][CH2:12][N:13]([CH2:16][C:17]2[C:18](=[O:23])[NH:19][CH:20]=[CH:21][N:22]=2)[CH2:14][CH2:15]1 |f:1.2.3|. Procedure details: After dissolving 296 mg of (E)-3-[4-[2-(2-fluorophenyl)vinyl]piperidino]methyl-2-methoxypyrazine in 5 ml of ethanol, 1 ml of thionyl chloride was added and the mixture was heated to reflux for 9 hours. Aqueous sodium carbonate solution was added to the reaction solution and extraction was performed with ethyl acetate. The organic layer was washed with water and saturated brine in that order and dried over anhydrous magnesium sulfate, and then the solvent was distilled off under reduced pressure.... Starting materials: FC=1C(=NC=CC1)C(C)NC(=S)NC1=NC=C(C=C1)Br (N-(3-fluoropyrid-2-yl)eth-2-yl-N'-(5-bromopyrid-2-yl)-thiourea), OO (hydrogen peroxide). Solvent: C(C)(=O)O (acetic acid). Reaction conditions: time 1.5 hour. Yields the product FC=1C(=NC=CC1)C(C)NC(=O)NC1=NC=C(C=C1)Br (N-(3-Fluoropyrid-2-yl)eth-2yl-N'-(5-bromopyrid-2-yl)-urea). Yield: 19.6%. RXN SMILES: [F:1][C:2]1[C:3]([CH:8]([NH:10][C:11]([NH:13][C:14]2[CH:19]=[CH:18][C:17]([Br:20])=[CH:16][N:15]=2)=S)[CH3:9])=[N:4][CH:5]=[CH:6][CH:7]=1.[OH:21]O>C(O)(=O)C>[F:1][C:2]1[C:3]([CH:8]([NH:10][C:11]([NH:13][C:14]2[CH:19]=[CH:18][C:17]([Br:20])=[CH:16][N:15]=2)=[O:21])[CH3:9])=[N:4][CH:5]=[CH:6][CH:7]=1. Procedure: A solution of 400 mg (1.13 mmole) of N-(3-fluoropyrid-2-yl)eth-2-yl-N'-(5-bromopyrid-2-yl)-thiourea (see Example 920 of W093/03022) in 11.5 ml of glacial acetic acid was treated with 0.8 ml (7.83 mmole) of 30% hydrogen peroxide. After stirring 1.5 hrs at room temperature, the solution was concentrated and the residue was partitioned between ethyl acetate and saturated aqueous sodium bicarbonate (1×). The organic layer was back washed with brine (1×) and dried over sodium sulfate. Purification by...